describe an organic reaction: reactants, conditions, products, and yield From a dataset of the Open Reaction Database (ORD), a public repository of structured organic reaction records. Reactants: Cl.CC1=CC=2C(=NC3=C(NC2S1)C=CC=C3)N (2-methyl-4H-3-thia-4,9-diaza-benzo[f]azulen-10-ylamine hydrochloride), CS(=O)C (DMSO), FC(C=1C=C(C=CC1)CC[C@@H]1NCCNC1)(F)F ((S)-2-[2-(3-trifluoromethyl-phenyl)-ethyl]-piperazine), C(C)(C)N(C(C)C)CC (N,N-diisopropylethylamine). The solvent is C1(=CC=CC=C1)C (toluene), C(C)(=O)OCC (ethyl acetate), O (water). Run at temperature 105 celsius, time 64 hour. The product is FC(C=1C=C(C=CC1)CC[C@H]1CN(CCN1)C1=NC2=C(NC=3SC(=CC13)C)C=CC=C2)(F)F (10-((S)-3-[2-(3-Trifluoromethyl-phenyl)-ethyl]-piperazin-1-yl)-2-methyl-4H-3-thia-4,9-diaza-benzo[f]azulene). The yield is 40.6%. As a reaction SMILES: Cl.[CH3:2][C:3]1[S:12][C:11]2[NH:10][C:9]3[CH:13]=[CH:14][CH:15]=[CH:16][C:8]=3[N:7]=[C:6]([NH2:17])[C:5]=2[CH:4]=1.[F:18][C:19]([F:35])([F:34])[C:20]1[CH:21]=[C:22]([CH2:26][CH2:27][C@H:28]2[CH2:33]N[CH2:31][CH2:30][NH:29]2)[CH:23]=[CH:24][CH:25]=1.C(N(CC)C(C)C)(C)C.CS(C)=O>C(OCC)(=O)C.O.C1(C)C=CC=CC=1>[F:18][C:19]([F:34])([F:35])[C:20]1[CH:21]=[C:22]([CH2:26][CH2:27][C@@H:28]2[NH:29][CH2:30][CH2:31][N:17]([C:6]3[C:5]4[CH:4]=[C:3]([CH3:2])[S:12][C:11]=4[NH:10][C:9]4[CH:13]=[CH:14][CH:15]=[CH:16][C:8]=4[N:7]=3)[CH2:33]2)[CH:23]=[CH:24][CH:25]=1 |f:0.1|. Procedure: Combine 2-methyl-4H-3-thia-4,9-diaza-benzo[f]azulen-10-ylamine hydrochloride (514.5 mg, 1.94 mmol), (S)-2-[2-(3-trifluoromethyl-phenyl)-ethyl]-piperazine (1.00 g, 3.87 mmol), N,N-diisopropylethylamine (250.2 mg, 1.94 mmol), DMSO (1.0 ml), and toluene (4.0 ml). Stir and heat the mixture at 105° C. After 64 hours, cool the mixture to ambient temperature and then dilute it with ethyl acetate and water. Remove the organic layer and wash it with 1N NaOH and brine. Dry (sodium sulfate) and concentrate... The reactants are CC(C)(C)OC(=O)N1CCC(O)C1, C1CCOC1, O=C(O)C(O)(c1ccccc1)C1CCCC1, CC(C)OC(=O)N=NC(=O)OC(C)C, c1ccc(P(c2ccccc2)c2ccccc2)cc1. Yields the product CC(C)(C)OC(=O)N1CCC(OC(=O)C(O)(c2ccccc2)C2CCCC2)C1. As a reaction SMILES: [C:31]([CH3:32])([CH3:33])([CH3:34])[O:35][C:36](=[O:37])[N:38]1[CH2:39][CH:40]([OH:43])[CH2:41][CH2:42]1.[CH2:63]1[O:64][CH2:65][CH2:66][CH2:67]1.[CH:15]1([C:20]([C:21](=[O:22])[OH:23])([c:24]2[cH:25][cH:26][cH:27][cH:28][cH:29]2)[OH:30])[CH2:16][CH2:17][CH2:18][CH2:19]1.[O:1]=[C:2]([O:3][CH:4]([CH3:5])[CH3:6])[N:7]=[N:8][C:9]([O:10][CH:11]([CH3:12])[CH3:13])=[O:14].[c:44]1([P:45]([c:46]2[cH:47][cH:48][cH:49][cH:50][cH:51]2)[c:52]2[cH:53][cH:54][cH:55][cH:56][cH:57]2)[cH:58][cH:59][cH:60][cH:61][cH:62]1>>[CH:15]1([C:20]([C:21]([O:22][CH:40]2[CH2:39][N:38]([C:36]([O:35][C:31]([CH3:32])([CH3:33])[CH3:34])=[O:37])[CH2:42][CH2:41]2)=[O:23])([c:24]2[cH:25][cH:26][cH:27][cH:28][cH:29]2)[OH:30])[CH2:16][CH2:17][CH2:18][CH2:19]1. The reactants are solution, B(Br)(Br)Br (boron tribromide), CN(CCC1=CC=CC=C1)C1CCN(CC1)C(C1=CC(=C(C=C1)N1N=CN=C1)OC)=O (4-[N-methyl-N-(2-phenylethyl)amino]-1-[3-methoxy-4-(1,2,4-triazol-1-yl)benzoyl]piperidine), ClCCl (dichloromethane), CO (methanol), ice water, [OH-].[Na+] (sodium hydroxide). Solvent: C(Cl)(Cl)Cl (chloroform). Run at temperature -30 celsius, time 8 hour. Yields the product Cl.CN(CCC1=CC=CC=C1)C1CCN(CC1)C(C1=CC(=C(C=C1)N1N=CN=C1)O)=O (4-[N-methyl-N-(2-phenylethyl)amino]-1-[3-hydroxy-4-(1,2,4-triazol-1-yl)benzoyl]piperidine hydrochloride). As a reaction SMILES: B(Br)(Br)Br.[CH3:5][N:6]([CH:15]1[CH2:20][CH2:19][N:18]([C:21](=[O:35])[C:22]2[CH:27]=[CH:26][C:25]([N:28]3[CH:32]=[N:31][CH:30]=[N:29]3)=[C:24]([O:33]C)[CH:23]=2)[CH2:17][CH2:16]1)[CH2:7][CH2:8][C:9]1[CH:14]=[CH:13][CH:12]=[CH:11][CH:10]=1.CO.[OH-].[Na+].[Cl:40]CCl>C(Cl)(Cl)Cl>[ClH:40].[CH3:5][N:6]([CH:15]1[CH2:20][CH2:19][N:18]([C:21](=[O:35])[C:22]2[CH:27]=[CH:26][C:25]([N:28]3[CH:32]=[N:31][CH:30]=[N:29]3)=[C:24]([OH:33])[CH:23]=2)[CH2:17][CH2:16]1)[CH2:7][CH2:8][C:9]1[CH:14]=[CH:13][CH:12]=[CH:11][CH:10]=1 |f:3.4,7.8|. Procedure details: 24 ml of a 1 N solution of boron tribromide in dichloromethane was dropwise added, at -40° C., to a solution of 1.0 g of 4-[N-methyl-N-(2-phenylethyl)amino]-1-[3-methoxy-4-(1,2,4-triazol-1-yl)benzoyl]piperidine in 20 ml of chloroform. The mixture was stirred overnight at that temperature and then returned to room temperature. The mixture was cooled to -30° C. and 10 ml of methanol was dropwise added thereto. The mixture was poured into ice water. The resulting mixture was made basic with a 25% a... The reactants are boronic ester, C([O-])([O-])=O.[K+].[K+] (potassium carbonate), BrC1=CC=CC(=N1)N (6-bromopyridin-2-amine), IC=1C=C(C(=O)NC2=CC(=CC=C2)C(F)(F)F)C=CC1C (3-iodo-4-methyl-N-[3-(trifluoromethyl)phenyl]benzamide), C(C)(=O)[O-].[K+] (potassium acetate), CC1(OB(OC1(C)C)B1OC(C(O1)(C)C)(C)C)C (4,4,5,5,4′,4′,5′,5′-octamethyl-[2,2]bi[[1,3,2]dioxaborolanyl]), C(Cl)Cl (DCM). The reagents and catalysts are C1=CC=C(C=C1)P([C-]2C=CC=C2)C3=CC=CC=C3.C1=CC=C(C=C1)P([C-]2C=CC=C2)C3=CC=CC=C3.Cl[Pd]Cl.[Fe+2] ([1,1′-bis(diphenylphosphino)-ferrocene]dichloropalladium(II)). Solvent: O (water), CN(C)C=O (DMF). Reaction conditions: temperature 85 celsius. Product: NC1=CC=CC(=N1)C=1C=C(C(=O)NC2=CC(=CC=C2)C(F)(F)F)C=CC1C (3-(6-Aminopyridin-2-yl)-4-methyl-N-[3-(trifluoromethyl)phenyl]benzamide). As a reaction SMILES: I[C:2]1[CH:3]=[C:4]([CH:18]=[CH:19][C:20]=1[CH3:21])[C:5]([NH:7][C:8]1[CH:13]=[CH:12][CH:11]=[C:10]([C:14]([F:17])([F:16])[F:15])[CH:9]=1)=[O:6].C([O-])(=O)C.[K+].CC1(C)C(C)(C)OB(B2OC(C)(C)C(C)(C)O2)O1.C(Cl)Cl.C(=O)([O-])[O-].[K+].[K+].Br[C:55]1[N:60]=[C:59]([NH2:61])[CH:58]=[CH:57][CH:56]=1>C1C=CC(P(C2C=CC=CC=2)[C-]2C=CC=C2)=CC=1.C1C=CC(P(C2C=CC=CC=2)[C-]2C=CC=C2)=CC=1.Cl[Pd]Cl.[Fe+2].O.CN(C=O)C>[NH2:61][C:59]1[N:60]=[C:55]([C:2]2[CH:3]=[C:4]([CH:18]=[CH:19][C:20]=2[CH3:21])[C:5]([NH:7][C:8]2[CH:13]=[CH:12][CH:11]=[C:10]([C:14]([F:17])([F:16])[F:15])[CH:9]=2)=[O:6])[CH:56]=[CH:57][CH:58]=1 |f:1.2,5.6.7,9.10.11.12|. Reported procedure: To a degassed mixture of 3-iodo-4-methyl-N-[3-(trifluoromethyl)phenyl]benzamide (0.500 g, 1.23 mmol), potassium acetate (424 mg, 4.32 mmol), DMF (15 mL), and 4,4,5,5,4′,4′,5′,5′-octamethyl-[2,2]bi[[1,3,2]dioxaborolanyl] (0.329 g, 1.30 mmol) was added [1,1′-bis(diphenylphosphino)-ferrocene]dichloropalladium(II), complex with DCM (1:1) (101 mg, 0.123 mmol). The reaction was heated to 80° C. for 3 hours, at which time conversion to the boronic ester was complete. The mixture was cooled and potassiu... Starting materials: CC(C)(C)OC(=O)N1CCCN(c2nccs2)CC1, [Li]CCCC, CON(C)C(=O)c1cccnc1F, C1CCOC1. The product is CC(C)(C)OC(=O)N1CCCN(c2ncc(C(=O)c3cccnc3F)s2)CC1. As a reaction SMILES: [C:6]([CH3:7])([CH3:8])([CH3:9])[O:10][C:11](=[O:12])[N:13]1[CH2:14][CH2:15][N:16]([c:20]2[s:21][cH:22][cH:23][n:24]2)[CH2:17][CH2:18][CH2:19]1.[CH2:1]([Li:2])[CH2:3][CH2:4][CH3:5].[F:25][c:26]1[c:27]([C:28](=[O:29])[N:30]([O:31][CH3:32])[CH3:33])[cH:34][cH:35][cH:36][n:37]1.[O:38]1[CH2:39][CH2:40][CH2:41][CH2:42]1>>[C:6]([CH3:7])([CH3:8])([CH3:9])[O:10][C:11](=[O:12])[N:13]1[CH2:14][CH2:15][N:16]([c:20]2[s:21][c:22]([C:28]([c:27]3[c:26]([F:25])[n:37][cH:36][cH:35][cH:34]3)=[O:29])[cH:23][n:24]2)[CH2:17][CH2:18][CH2:19]1. The reactants are C(C)(=O)N1N=CC2=CC(=CC=C12)C=1NC=2N(C(C1)=O)N=C(N2)C (5-(1-acetyl-1H-indazol-5-yl)-2-methyl-[1,2,4]triazolo[1,5-α]pyrimidin-7(4H)-one), C([O-])([O-])=O.[K+].[K+] (potassium carbonate). Run in CO (methanol), O (water), O (water). Conditions: time 8 hour. The product is N1N=CC2=CC(=CC=C12)C=1NC=2N(C(C1)=O)N=C(N2)C (5-(1H-indazol-5-yl)-2-methyl-[1,2,4]triazolo[1,5-α]pyrimidin-7(4H)-one), 2. The yield is 7.0%. RXN SMILES: C([N:4]1[C:12]2[C:7](=[CH:8][C:9]([C:13]3[NH:14][C:15]4[N:16]([N:20]=[C:21]([CH3:23])[N:22]=4)[C:17](=[O:19])[CH:18]=3)=[CH:10][CH:11]=2)[CH:6]=[N:5]1)(=O)C.C(=O)([O-])[O-].[K+].[K+]>CO.O>[NH:4]1[C:12]2[C:7](=[CH:8][C:9]([C:13]3[NH:14][C:15]4[N:16]([N:20]=[C:21]([CH3:23])[N:22]=4)[C:17](=[O:19])[CH:18]=3)=[CH:10][CH:11]=2)[CH:6]=[N:5]1 |f:1.2.3|. Procedure details: To a solution of 5-(1-acetyl-1H-indazol-5-yl)-2-methyl-[1,2,4]triazolo[1,5-α]pyrimidin-7(4H)-one (100 mg, crude) in methanol (3 ml) was added a solution of potassium carbonate (45 mg, 0.33 mmol) in water (1 ml), and the mixture was stirred overnight at room temperature. The resulting solution was concentrated under vacuum to give a residue, which was diluted with water (5 ml). The solids were collected by filtration and purified by Prep-HPLC to afford 5-(1H-indazol-5-yl)-2-methyl-[1,2,4]triazolo... The reactants are CC(C)(C)OC(=O)N1CC=C(c2ccc3c(c2)OCCc2sc(N4C(=O)NC(=O)C4(C)C)nc2-3)CC1, CCO. Product: CC(C)(C)OC(=O)N1CCC(c2ccc3c(c2)OCCc2sc(N4C(=O)NC(=O)C4(C)C)nc2-3)CC1. RXN SMILES: [CH3:1][C:2]1([CH3:36])[C:3](=[O:35])[NH:4][C:5](=[O:34])[N:6]1[c:7]1[s:8][c:9]2[c:10]([n:33]1)-[c:11]1[c:12]([cH:16][c:17]([C:20]3=[CH:21][CH2:22][N:23]([C:26](=[O:27])[O:28][C:29]([CH3:30])([CH3:31])[CH3:32])[CH2:24][CH2:25]3)[cH:18][cH:19]1)[O:13][CH2:14][CH2:15]2.[CH3:37][CH2:38][OH:39]>>[CH3:1][C:2]1([CH3:36])[C:3](=[O:35])[NH:4][C:5](=[O:34])[N:6]1[c:7]1[s:8][c:9]2[c:10]([n:33]1)-[c:11]1[c:12]([cH:16][c:17]([CH:20]3[CH2:21][CH2:22][N:23]([C:26](=[O:27])[O:28][C:29]([CH3:30])([CH3:31])[CH3:32])[CH2:24][CH2:25]3)[cH:18][cH:19]1)[O:13][CH2:14][CH2:15]2. Product: O=C(NCc1cccnc1)c1ccc(Nc2ncc(-c3cc[nH]c(=O)c3)n3ncnc23)cc1. As a reaction SMILES: [CH3:1][O:2][c:3]1[n:4][cH:5][cH:6][c:7](-[c:9]2[cH:10][n:11][c:12]([NH:18][c:19]3[cH:20][cH:21][c:22]([C:23](=[O:24])[NH:25][CH2:26][c:27]4[cH:28][n:29][cH:30][cH:31][cH:32]4)[cH:33][cH:34]3)[c:13]3[n:14]2[n:15][cH:16][n:17]3)[cH:8]1.[ClH:35].[OH2:42].[nH+:36]1[cH:37][cH:38][cH:39][cH:40][cH:41]1>>[O:2]=[c:3]1[nH:4][cH:5][cH:6][c:7](-[c:9]2[cH:10][n:11][c:12]([NH:18][c:19]3[cH:20][cH:21][c:22]([C:23](=[O:24])[NH:25][CH2:26][c:27]4[cH:28][n:29][cH:30][cH:31][cH:32]4)[cH:33][cH:34]3)[c:13]3[n:14]2[n:15][cH:16][n:17]3)[cH:8]1. The reactants are COc1cc(-c2cnc(Nc3ccc(C(=O)NCc4cccnc4)cc3)c3ncnn23)ccn1, Cl, O, c1cc[nH+]cc1. Reactants: BrB(Br)Br, CNC(=O)c1c(C)[nH]c2cc(OC)ccc12. Yields the product CNC(=O)c1c(C)[nH]c2cc(O)ccc12. RXN SMILES: [B:17]([Br:18])([Br:19])[Br:20].[CH3:1][NH:2][C:3](=[O:4])[c:5]1[c:6]([CH3:16])[nH:7][c:8]2[cH:9][c:10]([O:14][CH3:15])[cH:11][cH:12][c:13]12>>[CH3:1][NH:2][C:3](=[O:4])[c:5]1[c:6]([CH3:16])[nH:7][c:8]2[cH:9][c:10]([OH:14])[cH:11][cH:12][c:13]12. Reactants: N(=[N+]=[N-])C(C(=O)OC)CCI (methyl 2-azido-4-iodobutyrate), [C-]#N.[K+] (potassium cyanide), O (water). The solvent is CS(=O)C (DMSO). Conditions: temperature 10 celsius, time 45 minute. The product is N(=[N+]=[N-])C(C(=O)OC)CCC#N (Methyl 2-azido-4-cyanobutyrate). Yield: 79.3%. RXN SMILES: [C-:1]#[N:2].[K+].[N:4]([CH:7]([CH2:12][CH2:13]I)[C:8]([O:10][CH3:11])=[O:9])=[N+:5]=[N-:6].O>CS(C)=O>[N:4]([CH:7]([CH2:12][CH2:13][C:1]#[N:2])[C:8]([O:10][CH3:11])=[O:9])=[N+:5]=[N-:6] |f:0.1|. Procedure: To a cold (10°) suspension of potassium cyanide (1.5 g, 23 mmol) in dry DMSO (25 ml) was added methyl 2-azido-4-iodobutyrate (4.0 g, 15 mmol) and the mixture stirred at 10° C. for 10 min and at room temperature for 45 min. The reaction mixture was poured into cold water (200 ml) and the solution was extracted with chloroform (4×80 ml). The chloroform extract was washed with water (4×50 ml), dried and evaporated to give a syrup (2.0 g) which on tlc (silica, 10% ether-benzene) showed a major spot ...